From a dataset of the Open Reaction Database (ORD), a public repository of structured organic reaction records. describe an organic reaction: reactants, conditions, products, and yield Starting materials: OC=1C=2C=CC=NC2C(C(C1C(=O)NCC(=O)OC(C)(C)C)=O)(C)C (tert-butyl 2-(5-hydroxy-8,8-dimethyl-7-oxo-7,8-dihydroquinoline-6-carboxamido)acetate), C(=O)(C(F)(F)F)O (TFA). Reaction conditions: time 20 minute. The product is OC=1C=2C=CC=NC2C(C(C1C(=O)NCC(=O)O)=O)(C)C (2-(5-Hydroxy-8,8-dimethyl-7-oxo-7,8-dihydroquinoline-6-carboxamido)acetic acid). The yield is 79.6%. As a reaction SMILES: [OH:1][C:2]1[C:3]2[CH:4]=[CH:5][CH:6]=[N:7][C:8]=2[C:9]([CH3:25])([CH3:24])[C:10](=[O:23])[C:11]=1[C:12]([NH:14][CH2:15][C:16]([O:18]C(C)(C)C)=[O:17])=[O:13].C(O)(C(F)(F)F)=O>>[OH:1][C:2]1[C:3]2[CH:4]=[CH:5][CH:6]=[N:7][C:8]=2[C:9]([CH3:25])([CH3:24])[C:10](=[O:23])[C:11]=1[C:12]([NH:14][CH2:15][C:16]([OH:18])=[O:17])=[O:13]. Reported procedure: A solution of tert-butyl 2-(5-hydroxy-8,8-dimethyl-7-oxo-7,8-dihydroquinoline-6-carboxamido)acetate (15 mg) and TFA (1 mL) was stirred at room temperature. After 20 minutes, LCMS showed that the reaction was complete. The reaction was concentrated in vacuo to give a yellow oil. The sample was lyophilized to give a white solid (10 mg, 60%). MS (m/z)=291 (M+H)+. Calculated for C14H14N2O5 290.3. The reactants are FC=1C=C(C=C(C1)F)CC(=O)N[C@@H](C)C(=O)O (N-(3,5-difluorophenylacetyl)-L-alanine), solid, Cl.N[C@H](C(=O)OC)CC (methyl (S)-2-aminobutanoate hydrochloride). Product: FC=1C=C(C=C(C1)F)CC(=O)N[C@@H](C)C(=O)N[C@H](C(=O)OC)CC (Methyl N-[N-(3,5-difluorophenylacetyl)-L-alaninyl]-(S)-2-aminobutanoate). RXN SMILES: [F:1][C:2]1[CH:3]=[C:4]([CH2:9][C:10]([NH:12][C@H:13]([C:15]([OH:17])=O)[CH3:14])=[O:11])[CH:5]=[C:6]([F:8])[CH:7]=1.Cl.[NH2:19][C@@H:20]([CH2:25][CH3:26])[C:21]([O:23][CH3:24])=[O:22]>>[F:8][C:6]1[CH:5]=[C:4]([CH2:9][C:10]([NH:12][C@H:13]([C:15]([NH:19][C@@H:20]([CH2:25][CH3:26])[C:21]([O:23][CH3:24])=[O:22])=[O:17])[CH3:14])=[O:11])[CH:3]=[C:2]([F:1])[CH:7]=1 |f:1.2|. Procedure details: Following General Procedure C and using N-(3,5-difluorophenylacetyl)-L-alanine (from Example B2 above) and methyl (S)-2-aminobutanoate hydrochloride (prepared from (S)-(+)-2-aminobutyric acid (Aldrich) using General Procedure H), the title compound was prepared as a solid (mp=103-106° C.). The reactants are O=C1OC(=O)C2CCC=CC12, Nc1nc(N)nc(N)n1, O. Product: O=C(O)C1C=CCCC1C(=O)O. RXN SMILES: [C:10]1(=[O:20])[CH:11]2[CH:12]([C:13](=[O:14])[O:15]1)[CH2:16][CH2:17][CH:18]=[CH:19]2.[NH2:1][c:2]1[n:3][c:4]([NH2:5])[n:6][c:7]([NH2:8])[n:9]1.[OH2:21]>>[C:10]([CH:11]1[CH:12]([C:13](=[O:14])[OH:21])[CH2:16][CH2:17][CH:18]=[CH:19]1)([OH:15])=[O:20]. Reactants: ON=C(C(=O)OCC)C(=O)C1=CC=C(C=C1)C (Ethyl 2-hydroxyimino-3-(4-methylphenyl)-3-oxopropionate), NCC1=CC=C(C2=CC=CC=C12)OC (1-(aminomethyl)-4-methoxynaphthalene). Product: COC1=CC=C(C2=CC=CC=C12)C=1NC(=C(N1)C(=O)OCC)C1=CC=C(C=C1)C (ethyl 2-(4-methoxy-1-naphthyl)-5-(4-methylphenyl)-imidazole-4-carboxylate). The yield is 84.5%. RXN SMILES: O[N:2]=[C:3]([C:9]([C:11]1[CH:16]=[CH:15][C:14]([CH3:17])=[CH:13][CH:12]=1)=O)[C:4]([O:6][CH2:7][CH3:8])=[O:5].[NH2:18][CH2:19][C:20]1[C:29]2[C:24](=[CH:25][CH:26]=[CH:27][CH:28]=2)[C:23]([O:30][CH3:31])=[CH:22][CH:21]=1>>[CH3:31][O:30][C:23]1[C:24]2[C:29](=[CH:28][CH:27]=[CH:26][CH:25]=2)[C:20]([C:19]2[NH:18][C:9]([C:11]3[CH:16]=[CH:15][C:14]([CH3:17])=[CH:13][CH:12]=3)=[C:3]([C:4]([O:6][CH2:7][CH3:8])=[O:5])[N:2]=2)=[CH:21][CH:22]=1. Procedure: Ethyl 2-hydroxyimino-3-(4-methylphenyl)-3-oxopropionate (16.0 g) and 1-(aminomethyl)-4-methoxynaphthalene (15.3 g) were reacted and treated in the same manner as in Starting Material Synthetic Example 1 to give ethyl 2-(4-methoxy-1-naphthyl)-5-(4-methylphenyl)-imidazole-4-carboxylate (22.2 g), which was dissolved in ethyl alcohol (450 ml), and the mixture was reacted and treated in the same manner as in Starting Material Synthetic Example 2 to give 2-(4-methoxy-1-naphthyl)-5-(4-methylphenyl)imid... Reactants: COc1ccccc1Br, Cc1cccnc1C#N, CCOC(C)=O, Cl, [Mg], [Na+], C1CCOC1, [OH-]. The product is COc1ccccc1C(=O)c1ncccc1C. Reaction SMILES: [Br:1][c:2]1[c:3]([O:8][CH3:9])[cH:4][cH:5][cH:6][cH:7]1.[C:11](#[N:12])[c:13]1[n:14][cH:15][cH:16][cH:17][c:18]1[CH3:19].[CH3:28][CH2:29][O:30][C:31](=[O:32])[CH3:33].[ClH:20].[Mg:10].[Na+:22].[O:23]1[CH2:24][CH2:25][CH2:26][CH2:27]1.[OH-:21]>>[c:2]1([C:11]([c:13]2[n:14][cH:15][cH:16][cH:17][c:18]2[CH3:19])=[O:21])[c:3]([O:8][CH3:9])[cH:4][cH:5][cH:6][cH:7]1. The reactants are O=C([O-])[O-], COc1cccc(O)c1, [Cs+], [Cs+], FC(F)(F)CI, CN(C)C=O, O. Product: COc1cccc(OCC(F)(F)F)c1. Reaction SMILES: [C:16](=[O:17])([O-:18])[O-:19].[CH3:1][O:2][c:3]1[cH:4][c:5]([OH:9])[cH:6][cH:7][cH:8]1.[Cs+:20].[Cs+:21].[F:10][C:11]([CH2:12][I:13])([F:14])[F:15].[O:23]=[CH:24][N:25]([CH3:26])[CH3:27].[OH2:22]>>[CH3:1][O:2][c:3]1[cH:4][c:5]([O:9][CH2:12][C:11]([F:10])([F:14])[F:15])[cH:6][cH:7][cH:8]1. The reactants are O=C(Cl)C=Cc1cccc(Br)c1, CN, c1ccccc1. The product is CNC(=O)C=Cc1cccc(Br)c1. Reaction SMILES: [Br:1][c:2]1[cH:3][c:4]([CH:5]=[CH:6][C:7](=[O:8])[Cl:9])[cH:10][cH:11][cH:12]1.[CH3:13][NH2:14].[cH:15]1[cH:16][cH:17][cH:18][cH:19][cH:20]1>>[Br:1][c:2]1[cH:3][c:4]([CH:5]=[CH:6][C:7](=[O:8])[NH:14][CH3:13])[cH:10][cH:11][cH:12]1. Reactants: C(CCC)[Li] (n-butyllithium), FC1=C(C=CC=C1F)OCCCCCCCC (2,3-Difluoro-1-n-octoxybenzene), B(OC(C)C)(OC(C)C)OC(C)C (triisopropyl borate). Product: FC1=C(C=CC(=C1F)OCCCCCCCC)B(O)O (2,3-Difluoro-4-n-octoxyphenylboronic acid). RXN SMILES: C([Li])CCC.[F:6][C:7]1[C:12]([F:13])=[CH:11][CH:10]=[CH:9][C:8]=1[O:14][CH2:15][CH2:16][CH2:17][CH2:18][CH2:19][CH2:20][CH2:21][CH3:22].[B:23](OC(C)C)([O:28]C(C)C)[O:24]C(C)C>>[F:13][C:12]1[C:7]([F:6])=[C:8]([O:14][CH2:15][CH2:16][CH2:17][CH2:18][CH2:19][CH2:20][CH2:21][CH3:22])[CH:9]=[CH:10][C:11]=1[B:23]([OH:28])[OH:24]. Procedure: Quantities: n-butyllithium (10 cm3, 10.0M in hexanes, 0.1 mol), compound from Example 41 (23.4 g, 0.1 mol) and triisopropyl borate (37.6 g, 0.2 mol). The experimental procedure was as described in Example 28.